Dataset: the Open Reaction Database (ORD), a public repository of structured organic reaction records. Task: describe an organic reaction: reactants, conditions, products, and yield Reactants: BrC1=CC=C(C=C1)C(C)(C)C (1-bromo-4-tert-butylbenzene), O1CCCC1 (tetrahydrofuran), C(CCC)[Li].CCCCCC (n-butyllithium hexane). Reaction conditions: temperature -70 celsius, time 90 minute. Yields the product C(C)(C)(C)C1=CC=C(C=C1)[Li].C1CCOC1 (4-tert-butylphenyllithium THF). As a reaction SMILES: Br[C:2]1[CH:7]=[CH:6][C:5]([C:8]([CH3:11])([CH3:10])[CH3:9])=[CH:4][CH:3]=1.C([Li:16])CCC.CCCCCC.[O:23]1[CH2:27][CH2:26][CH2:25][CH2:24]1>>[C:8]([C:5]1[CH:6]=[CH:7][C:2]([Li:16])=[CH:3][CH:4]=1)([CH3:11])([CH3:10])[CH3:9].[CH2:26]1[CH2:27][O:23][CH2:24][CH2:25]1 |f:1.2,4.5|. Procedure details: 1-bromo-4-tert-butylbenzene (125 g, 587 mmol) and tetrahydrofuran (470 mL) were charged into a reaction vessel in an argon stream and cooled to −70° C. A n-butyllithium/hexane solution (1.6 M, 367 mL, 587 mmol) was added dropwise thereto at −70° C. over 90 minutes. After the completion of dropwise addition, the mixture was stirred at −70° C. for 2 hours to obtain a 4-tert-butylphenyllithium/THF solution. Cyanuric chloride (50.8 g, 276 mmol) and tetrahydrofuran (463 mL) were charged into another ... Starting materials: C(C)(C)(C)OC(=O)NC1=C(C=CC(=C1)OC)CC(C)=O (1-[2-(tert-Butoxycarbonylamino)-4-methoxyphenyl]-2-propanone), COC=1C=CC(=C(N)C1)C (5-methoxy-2-methylaniline), C(=O)(OC(C)(C)C)OC(=O)OC(C)(C)C (di-tert-butyl dicarbonate). Yields the product C(C)(C)(C)OC(=O)NC1=C(C=CC(=C1)OC)C (N-tert-butoxycarbonyl-5-methoxy-2-methylaniline). The yield is 80.0%. RXN SMILES: [C:1]([O:5][C:6]([NH:8][C:9]1[CH:14]=[C:13]([O:15][CH3:16])[CH:12]=[CH:11][C:10]=1[CH2:17]C(=O)C)=[O:7])([CH3:4])([CH3:3])[CH3:2].COC1C=CC(C)=C(C=1)N.C(OC(OC(C)(C)C)=O)(OC(C)(C)C)=O>>[C:1]([O:5][C:6]([NH:8][C:9]1[CH:14]=[C:13]([O:15][CH3:16])[CH:12]=[CH:11][C:10]=1[CH3:17])=[O:7])([CH3:4])([CH3:3])[CH3:2]. Reported procedure: 1-[2-(tert-Butoxycarbonylamino)-4-methoxyphenyl]-2-propanone. 12 g (87 mmol) of 5-methoxy-2-methylaniline was treated by the method in Example 1, Part A, with 19 g (87 mmol) of di-tert-butyl dicarbonate to give on concentrating a reaction mixture containing 16.4 g (80% yield) of N-tert-butoxycarbonyl-5-methoxy-2-methylaniline. This material (69 mmol) was reacted with 106 mL of 1.3M sec-butyl lithium in cyclohexane and then 7.1 g (69 mmol) of N-methoxy-N-methylacetamide (as described in Example 9... The reactants are O=C1CCC(=O)N1Br, COc1ccccc1-c1ccc2c(c1)C(C)=CC(C)(C)N2, CC#N. Yields the product COc1ccccc1-c1ccc2c(c1)C(CBr)=CC(C)(C)N2. Reaction SMILES: [Br:22][N:23]1[C:24](=[O:25])[CH2:26][CH2:27][C:28]1=[O:29].[CH3:1][O:2][c:3]1[c:4](-[c:9]2[cH:10][c:11]3[c:16]([cH:17][cH:18]2)[NH:15][C:14]([CH3:19])([CH3:20])[CH:13]=[C:12]3[CH3:21])[cH:5][cH:6][cH:7][cH:8]1.[CH3:30][C:31]#[N:32]>>[CH3:1][O:2][c:3]1[c:4](-[c:9]2[cH:10][c:11]3[c:16]([cH:17][cH:18]2)[NH:15][C:14]([CH3:19])([CH3:20])[CH:13]=[C:12]3[CH2:21][Br:22])[cH:5][cH:6][cH:7][cH:8]1.